Dataset: the Open Reaction Database (ORD), a public repository of structured organic reaction records. Task: describe an organic reaction: reactants, conditions, products, and yield The reactants are N(N)C(CC=1SC2=C(N1)C=CC(=C2)C(=O)OC(C)(C)C)=O (tert-Butyl 2-(2-hydrazinyl-2-oxoethyl)benzo[d]thiazole-6-carboxylate), CC1(C(NC(S1)=O)=O)CC(=O)O (2-(5-Methyl-2,4-dioxothiazolidin-5-yl)acetic acid). Isolated yield 38.0%. Procedure: Compound 188d was prepared from Compound 188c in 38% yield as a white solid using the general procedure given for Compound 1a. LCMS=1.88 min using analytical method (B), 447.0 (M+H). 1H NMR (400 MHz, CDCl3) δ 8.54 (d, J=1.1 Hz, 1H), 8.14 (dd, J=8.6, 1.5 Hz, 1H), 8.04 (d, J=8.6 Hz, 1H), 4.82 (dd, J=9.2, 4.2 Hz, 1H), 4.76 (s, 2H), 3.82-3.76 (m, 1H), 3.49 (m, 1H), 1.64 (s, 9H). Yields the product O=C1SC(C(N1)=O)CC1=NN=C(O1)CC=1SC2=C(N1)C=CC(=C2)C(=O)OC(C)(C)C (tert-Butyl 2-((5-((2,4-dioxothiazolidin-5-yl)methyl)-1,3,4-oxadiazol-2-yl)methyl)benzo[d]thiazole-6-carboxylate). RXN SMILES: [NH:1]([C:3](=[O:21])[CH2:4][C:5]1[S:6][C:7]2[CH:13]=[C:12]([C:14]([O:16][C:17]([CH3:20])([CH3:19])[CH3:18])=[O:15])[CH:11]=[CH:10][C:8]=2[N:9]=1)[NH2:2].C[C:23]1([CH2:30][C:31](O)=O)[S:27][C:26](=[O:28])[NH:25][C:24]1=[O:29]>>[O:28]=[C:26]1[NH:25][C:24](=[O:29])[CH:23]([CH2:30][C:31]2[O:21][C:3]([CH2:4][C:5]3[S:6][C:7]4[CH:13]=[C:12]([C:14]([O:16][C:17]([CH3:18])([CH3:20])[CH3:19])=[O:15])[CH:11]=[CH:10][C:8]=4[N:9]=3)=[N:1][N:2]=2)[S:27]1. The reactants are COc1cc(OC)c(S(=O)(=O)Cl)cc1-c1nc2nccnc2[nH]1, N. Yields the product COc1cc(OC)c(S(N)(=O)=O)cc1-c1nc2nccnc2[nH]1. Reaction SMILES: [CH3:1][O:2][c:3]1[c:4](-[c:15]2[n:16][c:17]3[c:18]([n:19][cH:20][cH:21][n:22]3)[nH:23]2)[cH:5][c:6]([S:11](=[O:12])(=[O:13])[Cl:14])[c:7]([O:9][CH3:10])[cH:8]1.[NH3:24]>>[CH3:1][O:2][c:3]1[c:4](-[c:15]2[n:16][c:17]3[c:18]([n:19][cH:20][cH:21][n:22]3)[nH:23]2)[cH:5][c:6]([S:11](=[O:12])(=[O:13])[NH2:24])[c:7]([O:9][CH3:10])[cH:8]1.